From a dataset of the Open Reaction Database (ORD), a public repository of structured organic reaction records. describe an organic reaction: reactants, conditions, products, and yield Reactants: CN1C(=NC2=CC=C(C=C2C1=O)[N+](=O)[O-])C1=CC(=CC=C1)OCCCN1CCCCC1 (3-Methyl-6-nitro-2-[3-(3-piperidin-1-ylpropoxy)phenyl]-4(3H)-quinazolinone), [H][H] (hydrogen). The reagents and catalysts are [C].[Pd] (palladium-carbon). Solvent: CO (methanol). The product is NC=1C=C2C(N(C(=NC2=CC1)C1=CC(=CC=C1)OCCCN1CCCCC1)C)=O (6-amino-3-methyl-2-[3-(3-piperidin-1-ylpropoxy)phenyl]-4(3H)-quinazolinone). The yield is 44.0%. Reaction SMILES: [CH3:1][N:2]1[C:11](=[O:12])[C:10]2[C:5](=[CH:6][CH:7]=[C:8]([N+:13]([O-])=O)[CH:9]=2)[N:4]=[C:3]1[C:16]1[CH:21]=[CH:20][CH:19]=[C:18]([O:22][CH2:23][CH2:24][CH2:25][N:26]2[CH2:31][CH2:30][CH2:29][CH2:28][CH2:27]2)[CH:17]=1.[H][H]>CO.[C].[Pd]>[NH2:13][C:8]1[CH:9]=[C:10]2[C:5](=[CH:6][CH:7]=1)[N:4]=[C:3]([C:16]1[CH:21]=[CH:20][CH:19]=[C:18]([O:22][CH2:23][CH2:24][CH2:25][N:26]3[CH2:27][CH2:28][CH2:29][CH2:30][CH2:31]3)[CH:17]=1)[N:2]([CH3:1])[C:11]2=[O:12] |f:3.4|. Procedure details: 3-Methyl-6-nitro-2-[3-(3-piperidin-1-ylpropoxy)phenyl]-4(3H)-quinazolinone (105 mg, 0.248 mmol) was dissolved in methanol (3 mL), and 10% palladium-carbon (26.4 mg, 0.0248 mmol) was added thereto and stirred in a hydrogen atmosphere at room temperature for 4 days. The reaction solution was filtered through Celite, the Celite was washed with ethyl acetate, and the mother liquid was concentrated. The residue was purified through silica gel column chromatography (chloroform/methanol=3/1) to obtain ... Starting materials: Cl (HCl), Br.ClC=1C=C(NC=2C3=C(N=CN2)NC(=C3C)C3=CC=C(C=C3)O)C=CC1 (4-(3-chloro-anilino)-5-methyl-6-(4-hydroxy-phenyl)-7H-pyrrolo[2,3-d]pyrimidine hydrobromide), [OH-].[Na+] (NaOH). Solvent: C(C)(=O)OCC (ethyl acetate). Run at temperature 0 celsius. The product is Cl.ClC=1C=C(NC=2C3=C(N=CN2)NC(=C3C)C3=CC=C(C=C3)O)C=CC1 (4-(3-chloro-anilino)-5-methyl-6-(4-hydroxyphenyl)-7H-pyrrolo[2,3-d]pyrimidine hydrochloride). As a reaction SMILES: Cl.Br.[Cl:3][C:4]1[CH:5]=[C:6]([CH:25]=[CH:26][CH:27]=1)[NH:7][C:8]1[C:9]2[C:16]([CH3:17])=[C:15]([C:18]3[CH:23]=[CH:22][C:21]([OH:24])=[CH:20][CH:19]=3)[NH:14][C:10]=2[N:11]=[CH:12][N:13]=1.[OH-].[Na+]>C(OCC)(=O)C>[ClH:3].[Cl:3][C:4]1[CH:5]=[C:6]([CH:25]=[CH:26][CH:27]=1)[NH:7][C:8]1[C:9]2[C:16]([CH3:17])=[C:15]([C:18]3[CH:19]=[CH:20][C:21]([OH:24])=[CH:22][CH:23]=3)[NH:14][C:10]=2[N:11]=[CH:12][N:13]=1 |f:1.2,3.4,6.7|. Procedure details: For the preparation of the HCl salt, 600 mg of 4-(3-chloro-anilino)-5-methyl-6-(4-hydroxy-phenyl)-7H-pyrrolo[2,3-d]pyrimidine hydrobromide are dissolved while hot in 50 ml of ethyl acetate and at RT adjusted to pH 9.5 with 1 N NaOH and the organic phase is washed twice with water. The organic phase is dried and concentrated by evaporation, and the residue is dissolved in 30 ml of ethanol, and a 5N (=5 normal) ethanolic HCl solution is added thereto. At 0° C., with stirring and the addition of di... The reactants are ClC(Cl)(Cl)Cl, CC(C)C(C#N)Nc1ccc(C(F)(F)F)cc1, O=C1CCC(=O)N1Cl, O. Product: CC(C)C(C#N)Nc1ccc(C(F)(F)F)cc1Cl. Reaction SMILES: [C:18]([Cl:19])([Cl:20])([Cl:21])[Cl:22].[CH3:1][CH:2]([CH:3]([C:4]#[N:5])[NH:6][c:7]1[cH:8][cH:9][c:10]([C:13]([F:14])([F:15])[F:16])[cH:11][cH:12]1)[CH3:17].[Cl:23][N:24]1[C:25](=[O:26])[CH2:27][CH2:28][C:29]1=[O:30].[OH2:31]>>[CH3:1][CH:2]([CH:3]([C:4]#[N:5])[NH:6][c:7]1[c:8]([Cl:19])[cH:9][c:10]([C:13]([F:14])([F:15])[F:16])[cH:11][cH:12]1)[CH3:17]. Starting materials: [N+](=O)([O-])C=1C=C(C=CC1)N1C(CNCC1)=O (1-(3-nitro-phenyl)-piperazin-2-one), C(C)=O (acetaldehyde), C(C)(=O)O (acetic acid), C(#N)[BH3-].[Na+] (Sodium cyanoborohydride). Run in CO (methanol). Reaction conditions: time 18 hour. Yields the product C(C)N1CC(N(CC1)C1=CC(=CC=C1)[N+](=O)[O-])=O (4-Ethyl-1-(3-nitro-phenyl)-piperazin-2-one), oil. The yield is 70.0%. Reaction SMILES: [N+:1]([C:4]1[CH:5]=[C:6]([N:10]2[CH2:15][CH2:14][NH:13][CH2:12][C:11]2=[O:16])[CH:7]=[CH:8][CH:9]=1)([O-:3])=[O:2].[CH:17](=O)[CH3:18].C(O)(=O)C.C([BH3-])#N.[Na+]>CO>[CH2:17]([N:13]1[CH2:14][CH2:15][N:10]([C:6]2[CH:7]=[CH:8][CH:9]=[C:4]([N+:1]([O-:3])=[O:2])[CH:5]=2)[C:11](=[O:16])[CH2:12]1)[CH3:18] |f:3.4|. Procedure: 205 b) To a solution of 1-(3-nitro-phenyl)-piperazin-2-one (0.629 g, 2.84 mmol), acetaldehyde (0.20 mL, 3.6 mmol) and acetic acid (0.50 mL, 8.8 mmol) in methanol (10 mL) at room temperature was added solid Sodium cyanoborohydride (0.27 g, 4.3 mmol) in small portions. The mixture was stirred for 18 hours at room temperature. The mixture was evaporated and cold water was slowly added to the residue. The mixture was stirred for 15 minutes and then extracted with dichloromethane (3×20 mL). The combi...